From a dataset of the Open Reaction Database (ORD), a public repository of structured organic reaction records. describe an organic reaction: reactants, conditions, products, and yield The reactants are CC1COCc2nc3cnc4cc(C=CS(C)(=O)=O)ccc4c3n21, CCO. The product is CC1COCc2nc3cnc4cc(CCS(C)(=O)=O)ccc4c3n21. Reaction SMILES: [CH3:1][CH:2]1[CH2:3][O:4][CH2:5][c:6]2[n:7]1[c:8]1[c:9]([cH:10][n:11][c:12]3[cH:13][c:14]([CH:18]=[CH:19][S:20](=[O:21])(=[O:22])[CH3:23])[cH:15][cH:16][c:17]13)[n:24]2.[CH3:25][CH2:26][OH:27]>>[CH3:1][CH:2]1[CH2:3][O:4][CH2:5][c:6]2[n:7]1[c:8]1[c:9]([cH:10][n:11][c:12]3[cH:13][c:14]([CH2:18][CH2:19][S:20](=[O:21])(=[O:22])[CH3:23])[cH:15][cH:16][c:17]13)[n:24]2. Starting materials: ClC1=CC(=C(C=C1)O)I (4-chloro-2-iodophenol), C(C)(C)OC(=O)N=NC(=O)OC(C)C (diisopropyl-azodicarboxylate), CN1CCC(CC1)CO ((1-methylpiperidin-4-yl)methanol), C1(=CC=CC=C1)P(C1=CC=CC=C1)C1=CC=CC=C1 (triphenyl phosphine). Solvent: C1CCOC1 (THF). Conditions: temperature 0 celsius, time 0.5 hour. Product: ClC1=CC(=C(OCC2CCN(CC2)C)C=C1)I (4-((4-chloro-2-iodophenoxy)methyl)-1-methylpiperidine). Yield: 75.0%. RXN SMILES: [Cl:1][C:2]1[CH:7]=[CH:6][C:5]([OH:8])=[C:4]([I:9])[CH:3]=1.[CH3:10][N:11]1[CH2:16][CH2:15][CH:14]([CH2:17]O)[CH2:13][CH2:12]1.C1(P(C2C=CC=CC=2)C2C=CC=CC=2)C=CC=CC=1.C(OC(N=NC(OC(C)C)=O)=O)(C)C>C1COCC1>[Cl:1][C:2]1[CH:7]=[CH:6][C:5]([O:8][CH2:17][CH:14]2[CH2:15][CH2:16][N:11]([CH3:10])[CH2:12][CH2:13]2)=[C:4]([I:9])[CH:3]=1. Procedure details: To a stirred solution of 4-chloro-2-iodophenol (1.72 g, 6.75 mmol) in anhydrous THF (10.0 mL) were sequentially added (1-methylpiperidin-4-yl)methanol (1.31 g, 10.14 mmol) and triphenyl phosphine (2.66 g, 10.14 mmoL). The reaction mixture was cooled to 0° C., and to it diisopropyl-azodicarboxylate (1.96 mL, 10.14 mmol) was added in drop wise manner. After the addition was over, stirring continued for another 0.5 h at 0° C. and then for 12 h at room temperature. Solvents were removed in vacuum an... Reactants: O=Cc1cccc(Br)c1, C=C(C)C, CC#N, CCOC(C)=O, Nc1ccc(Cl)cc1, O=S(=O)([O-])C(F)(F)F, O=S(=O)([O-])C(F)(F)F, O=S(=O)([O-])C(F)(F)F, [Yb+3]. The product is CC1(C)CC(c2cccc(Br)c2)Nc2ccc(Cl)cc21. RXN SMILES: [Br:9][c:10]1[cH:11][c:12]([CH:13]=[O:14])[cH:15][cH:16][cH:17]1.[CH2:18]=[C:19]([CH3:20])[CH3:21].[CH3:47][C:48]#[N:49].[CH3:50][CH2:51][O:52][C:53](=[O:54])[CH3:55].[Cl:1][c:2]1[cH:3][cH:4][c:5]([NH2:8])[cH:6][cH:7]1.[F:22][C:23]([F:24])([F:25])[S:26]([O-:27])(=[O:28])=[O:29].[F:31][C:32]([F:33])([F:34])[S:35]([O-:36])(=[O:37])=[O:38].[F:39][C:40]([F:41])([F:42])[S:43]([O-:44])(=[O:45])=[O:46].[Yb+3:30]>>[Cl:1][c:2]1[cH:3][cH:4][c:5]2[c:6]([cH:7]1)[C:19]([CH3:20])([CH3:21])[CH2:18][CH:13]([c:12]1[cH:11][c:10]([Br:9])[cH:17][cH:16][cH:15]1)[NH:8]2.